From a dataset of the Open Reaction Database (ORD), a public repository of structured organic reaction records. describe an organic reaction: reactants, conditions, products, and yield Starting materials: C([O-])([O-])=O.[K+].[K+] (potassium carbonate), C(C1=CC=CC=C1)CN (N-benzylmethylamine), BrCCC(=O)N(C)OC (3-bromo-N-methoxy-N-methyl-propionamide), C(C)#N (acetonitrile). Product: C(C1=CC=CC=C1)N(CCC(=O)N(C)OC)C (3-(benzyl-methyl-amino)-N-methoxy-N-methyl-propionamide). Yield: 82.0%. Reaction SMILES: C(=O)([O-])[O-].[K+].[K+].[CH2:7](CN)[C:8]1[CH:13]=[CH:12][CH:11]=[CH:10][CH:9]=1.Br[CH2:17][CH2:18][C:19]([N:21]([O:23][CH3:24])[CH3:22])=[O:20].[C:25](#[N:27])C>>[CH2:7]([N:27]([CH3:25])[CH2:17][CH2:18][C:19]([N:21]([O:23][CH3:24])[CH3:22])=[O:20])[C:8]1[CH:9]=[CH:10][CH:11]=[CH:12][CH:13]=1 |f:0.1.2|. Reported procedure: Add potassium carbonate (63.50 g, 459 mmol) to a stirred solution of N-benzylmethylamine (14.8 mL, 115 mmol), 3-bromo-N-methoxy-N-methyl-propionamide (22.47 g, 115 mmol, prepared according to Jacobi, P. A.; Blum, C. A.; DeSimone, R. W.; Udodong, U. E. S. J. Am. Chem. Soc. 1991, 113, 5384-5392), and anhydrous acetonitrile (460 mL). Heat the reaction to reflux under nitrogen for 3 hours. Cool the reaction to room temperature and filter the reaction through Celite®. Wash the Celite® with ethyl acet...